From a dataset of the Open Reaction Database (ORD), a public repository of structured organic reaction records. describe an organic reaction: reactants, conditions, products, and yield Reactants: Example 1b ( e ), C[C@@H]1C[C@H](N([C@@H]1C)CCC#N)CO (3-[(2S,4R,5R)-4,5-dimethyl-2-hydroxymethylpyrrolidin-1-yl]propionitrile), C(C)N(C(C1=C(C(=CC=C1)C)C)=O)CC (N,N-diethyl-2,3-dimethylbenzamide). Product: C[C@@H]1C[C@H](N([C@@H]1C)CCC=1NC(C2=CC=CC(=C2C1)C)=O)CO (3-{2-[(2S,4R,5R)-4,5-dimethyl-2-hydroxymethylpyrrolidin-1-yl]ethyl}-5-methyl-2H-isoquinolin-1-one). As a reaction SMILES: [CH3:1][C@H:2]1[C@@H:6]([CH3:7])[N:5]([CH2:8][CH2:9][C:10]#[N:11])[C@H:4]([CH2:12][OH:13])[CH2:3]1.C(N(CC)[C:17](=[O:26])[C:18]1[CH:23]=[CH:22][CH:21]=[C:20]([CH3:24])[C:19]=1[CH3:25])C>>[CH3:1][C@H:2]1[C@@H:6]([CH3:7])[N:5]([CH2:8][CH2:9][C:10]2[NH:11][C:17](=[O:26])[C:18]3[C:19]([CH:25]=2)=[C:20]([CH3:24])[CH:21]=[CH:22][CH:23]=3)[C@H:4]([CH2:12][OH:13])[CH2:3]1. Procedure details: In the same manner as in Example 1b (a) and using ethyl (2S,4R,5R)-4,5-dimethylpyrrolidine-2-carboxylate described in Tetrahedron Lett., Vol. 34, No. 3, pp. 537-540 (1993), ethyl (2S,4R,5R)-1-tert-butoxycarbonyl-4,5-dimethylpyrrolidine-2-carboxylate is obtained. In the same manner as in Example 1b (b) and using ethyl (2S,4R,5R)-1-tert-butoxycarbonyl-4,5-dimethylpyrrolidine-2-carboxylate, (2S,4R,5R)-1-tert-butoxycarbonyl-4,5-dimethyl-2-hydroxymethylpyrrolidine is obtained. In the same manner as i... Yields the product Cl.ClCCN(CC1=CC=CC=C1)CCCl (N,N-bis(2-chloroethyl)-N-benzylamine hydrochloride). Starting materials: S(=O)(Cl)Cl (Thionyl chloride), C(Cl)(Cl)Cl (chloroform), OCCN(CC1=CC=CC=C1)CCO (N,N-bis(2-hydroxyethyl)-N-benzylamine), C(Cl)(Cl)Cl (chloroform), C(C)OCC (diethyl ether). Reaction SMILES: S(Cl)([Cl:3])=O.O[CH2:6][CH2:7][N:8]([CH2:16]CO)[CH2:9][C:10]1[CH:15]=[CH:14][CH:13]=[CH:12][CH:11]=1.C(OCC)C.[CH:24]([Cl:27])(Cl)Cl>>[ClH:3].[Cl:3][CH2:6][CH2:7][N:8]([CH2:16][CH2:24][Cl:27])[CH2:9][C:10]1[CH:15]=[CH:14][CH:13]=[CH:12][CH:11]=1 |f:4.5|. Procedure details: Thionyl chloride (25.4 g, 130 mmol) and chloroform (20 mL) are combined. A solution of N,N-bis(2-hydroxyethyl)-N-benzylamine (25.4 g, 130 mmol) in chloroform (20 mL) is added dropwise over 1 hour. When the addition is complete the reaction mixture is refluxed for 1 hour. The reaction mixture is cooled to ambient temperature and diethyl ether was added to form a solid which is collected by filtration, rinsed with diethyl ether, and dried to give the title compound. Starting materials: COc1cc2ncnc(Cl)c2cc1OCCCN1CCOCC1, Nc1ccc(F)c(Cl)c1. The product is COc1cc2ncnc(Nc3ccc(F)c(Cl)c3)c2cc1OCCCN1CCOCC1. As a reaction SMILES: [Cl:1][c:2]1[n:3][cH:4][n:5][c:6]2[cH:7][c:8]([O:22][CH3:23])[c:9]([O:12][CH2:13][CH2:14][CH2:15][N:16]3[CH2:17][CH2:18][O:19][CH2:20][CH2:21]3)[cH:10][c:11]12.[Cl:24][c:25]1[cH:26][c:27]([NH2:28])[cH:29][cH:30][c:31]1[F:32]>>[c:2]1([NH:28][c:27]2[cH:26][c:25]([Cl:24])[c:31]([F:32])[cH:30][cH:29]2)[n:3][cH:4][n:5][c:6]2[cH:7][c:8]([O:22][CH3:23])[c:9]([O:12][CH2:13][CH2:14][CH2:15][N:16]3[CH2:17][CH2:18][O:19][CH2:20][CH2:21]3)[cH:10][c:11]12. The reactants are ( 20,000 ), sh 243, C4, ClC1=C(C=CC=C1)C1=NCC=2N(C3=C1C=C(C=C3)Cl)C(=NC2C(=O)N)Cl (6-(2-chlorophenyl)-1,8-dichloro-4H-imidazo[1,5-a][1,4]benzodiazepine-3-carboxamide), C[O-].[Na+] (sodium methoxide), steel, [K+].[Br-] (KBr). Run in CO (methanol). Yields the product ClC=1C=CC2=C(C(=NCC=3N2C(=NC3C(=O)N)OC)C3=C(C=CC=C3)Cl)C1 (8-Chloro-6-(2-chlorophenyl)-1-methoxy-4H-imidazo[1,5-a][1,4]benzodiazepine-3-carboxamide). As a reaction SMILES: [Cl:1][C:2]1[CH:7]=[CH:6][CH:5]=[CH:4][C:3]=1[C:8]1[C:14]2[CH:15]=[C:16]([Cl:19])[CH:17]=[CH:18][C:13]=2[N:12]2[C:20](Cl)=[N:21][C:22]([C:23]([NH2:25])=[O:24])=[C:11]2[CH2:10][N:9]=1.[CH3:27][O-:28].[Na+].[K+].[Br-]>CO>[Cl:19][C:16]1[CH:17]=[CH:18][C:13]2[N:12]3[C:20]([O:28][CH3:27])=[N:21][C:22]([C:23]([NH2:25])=[O:24])=[C:11]3[CH2:10][N:9]=[C:8]([C:3]3[CH:4]=[CH:5][CH:6]=[CH:7][C:2]=3[Cl:1])[C:14]=2[CH:15]=1 |f:1.2,3.4|. Procedure: A mixture of 0.3 g (0.00074 mole) of 6-(2-chlorophenyl)-1,8-dichloro-4H-imidazo[1,5-a][1,4]benzodiazepine-3-carboxamide, 1.15 g (0.0028 mole) of sodium methoxide and 15 ml of methanol was heated at 120°-125° in a steel bomb for 24 hrs. The solvent was evaporated in vacuo. The residue was dissolved in methylene chloride, washed with water, dried and evaporated at reduced pressure to give a tan, amorphous solid. After chromatography over silica gel using 5% (v/v) of ethanol in methylene chloride t... Reactants: ClC=1N=C(C2=C(N1)CCS(C2)(=O)=O)N2[C@H](COCC2)C ((S)-2-chloro-4-(3-methylmorpholino)-7,8-dihydro-5H-thiopyrano[4,3-d]pyrimidine 6,6 dioxide), C1(CC1)NC(=O)NC1=CC=C(C=C1)B1OC(C(O1)(C)C)(C)C (1-cyclopropyl-3-(4-(4,4,5,5-tetramethyl-1,3,2-dioxaborolan-2-yl)phenyl)urea), C(=O)([O-])[O-].[Na+].[Na+] (Na2CO3). The reagents and catalysts are C1=CC=C(C=C1)P([C-]2C=CC=C2)C3=CC=CC=C3.C1=CC=C(C=C1)P([C-]2C=CC=C2)C3=CC=CC=C3.Cl[Pd]Cl.[Fe+2] (PdCl2(dppf)). The solvent is COCCOC.O (DME H2O). Reaction conditions: temperature 70 celsius, time 8 hour. Yields the product C1(CC1)NC(=O)NC1=CC=C(C=C1)C=1N=C(C2=C(N1)CCS(C2)(=O)=O)N2[C@H](COCC2)C ((S)-1-cyclopropyl-3-(4-(4-(3-methylmorpholino)-6,6-dioxido-7,8-dihydro-5H-thiopyrano[4,3-d]pyrimidin-2-yl)phenyl)urea). Yield: 15.7%. As a reaction SMILES: Cl[C:2]1[N:3]=[C:4]([N:14]2[CH2:19][CH2:18][O:17][CH2:16][C@@H:15]2[CH3:20])[C:5]2[CH2:11][S:10](=[O:13])(=[O:12])[CH2:9][CH2:8][C:6]=2[N:7]=1.[CH:21]1([NH:24][C:25]([NH:27][C:28]2[CH:33]=[CH:32][C:31](B3OC(C)(C)C(C)(C)O3)=[CH:30][CH:29]=2)=[O:26])[CH2:23][CH2:22]1.C([O-])([O-])=O.[Na+].[Na+]>COCCOC.O.C1C=CC(P(C2C=CC=CC=2)[C-]2C=CC=C2)=CC=1.C1C=CC(P(C2C=CC=CC=2)[C-]2C=CC=C2)=CC=1.Cl[Pd]Cl.[Fe+2]>[CH:21]1([NH:24][C:25]([NH:27][C:28]2[CH:33]=[CH:32][C:31]([C:2]3[N:3]=[C:4]([N:14]4[CH2:19][CH2:18][O:17][CH2:16][C@@H:15]4[CH3:20])[C:5]4[CH2:11][S:10](=[O:13])(=[O:12])[CH2:9][CH2:8][C:6]=4[N:7]=3)=[CH:30][CH:29]=2)=[O:26])[CH2:23][CH2:22]1 |f:2.3.4,5.6,7.8.9.10|. Reported procedure: To a solution of (S)-2-chloro-4-(3-methylmorpholino)-7,8-dihydro-5H-thiopyrano[4,3-d]pyrimidine 6,6 dioxide (160 mg, 0.5 mmol) in DME/H2O (4:1, 10 mL) were added 1-cyclopropyl-3-(4-(4,4,5,5-tetramethyl-1,3,2-dioxaborolan-2-yl)phenyl)urea (167 mg, 0.55 mmol) and Na2CO3 (159 mg, 1.5 mmol) followed by PdCl2(dppf) (20 mg, 0.025 mmol). The resulting mixture was heated to 70° C. and stirred overnight under nitrogen. The solvent was removed under vacuum to give a residue which was partitioned between e... Starting materials: C1=CC2=C(C=C1Cl)[C@@](OC(=O)N2)(C#CC3CC3)C(F)(F)F (efavirenz), C1=CC2=C(C=C1Cl)[C@@](OC(=O)N2)(C#CC3CC3)C(F)(F)F (efavirenz), C(=O)([O-])[O-].[K+].[K+] (K2CO3), [Na+].[I-] (NaI), C(=O)(OC(C)(C)C)NCCBr (2-(BOC-amino)ethyl bromide), C1COCCOCCOCCOCCOCCO1 (18-crown-6), FC(C(=O)O)(F)F (trifluoroacetic acid), C(=O)(OC(C)(C)C)NCCBr (2-(BOC-amino)ethyl bromide), C(=O)(OC(C)(C)C)NCCBr (2-(BOC-amino)ethyl bromide). The reagents and catalysts are [I-].C(CCC)[N+](CCCC)(CCCC)CCCC (tetrabutylammonium iodide). The solvent is CN(C)C=O (DMF), O.C(C)#N (water acetonitrile). Reaction conditions: temperature 125 celsius, time 18 hour. The product is C(C)(C)(C)OC(NCCN1C(OC(C2=C1C=CC(=C2)Cl)(C(F)(F)F)C#CC2CC2)=O)=O ([2-(6-chloro-4-cyclopropylethynyl-2-oxo-4-trifluoromethyl-4H-benzo[d][1,3]oxazin-1-yl)-ethyl]-carbamic acid tert-butylester). Yield: 6.9%. RXN SMILES: [CH:1]1[C:6]([Cl:7])=[CH:5][C:4]2[C@:8]([C:18]([F:21])([F:20])[F:19])([C:13]#[C:14][CH:15]3[CH2:17][CH2:16]3)[O:9][C:10]([NH:12][C:3]=2[CH:2]=1)=[O:11].C([O-])([O-])=O.[K+].[K+].[Na+].[I-].[C:30]([NH:37][CH2:38][CH2:39]Br)([O:32][C:33]([CH3:36])([CH3:35])[CH3:34])=[O:31].C1OCCOCCOCCOCCOCCOC1.FC(F)(F)C(O)=O>CN(C=O)C.[I-].C([N+](CCCC)(CCCC)CCCC)CCC.O.C(#N)C>[C:33]([O:32][C:30](=[O:31])[NH:37][CH2:38][CH2:39][N:12]1[C:3]2[CH:2]=[CH:1][C:6]([Cl:7])=[CH:5][C:4]=2[C:8]([C:13]#[C:14][CH:15]2[CH2:16][CH2:17]2)([C:18]([F:20])([F:21])[F:19])[O:9][C:10]1=[O:11])([CH3:36])([CH3:35])[CH3:34] |f:1.2.3,4.5,10.11,12.13|. Procedure: To a solution of 250 mg of efavirenz in 10 mL of anhydrous DMF was added 600 mg of anhydrous K2CO3, 120 mg NaI, 490 mg of 2-(BOC-amino)ethyl bromide and 5 mg of 18-crown-6. The reaction mixture was heated at 125° C. for 2 hours. The reaction mixture was cooled to room temperature, and 1 g of 2-(BOC-amino)ethyl bromide and 20 mg of tetrabutylammonium iodide were added and allowed to stir at room temperature 18 hours. The reaction mixture was analyzed by reverse-phase high performance liquid chrom... The reactants are [K+].[Br-] (KBr), ( 60 ), 358, C[C@H]1C[C@]2([C@]([C@H]3[C@@H](O2)C[C@@H]4[C@@]3(C[C@@H]([C@H]5[C@H]4CC[C@@H]6[C@@]5(CC[C@H](C6)OC(=O)C)C)OC(=O)C)C)(C)O)OC1(C)C (hippuristanol 3,11-diacetate), ( 16 ). Reaction SMILES: [K+].[Br-].[CH3:3][C@@H:4]1[C:39]([CH3:41])([CH3:40])[O:38][C@:6]2([O:10][C@H:9]3[CH2:11][C@H:12]4[C@@H:17]5[CH2:18][CH2:19][C@H:20]6[CH2:25][C@H:24]([O:26][C:27]([CH3:29])=[O:28])[CH2:23][CH2:22][C@:21]6([CH3:30])[C@H:16]5[C@@H:15]([O:31]C(C)=O)[CH2:14][C@:13]4([CH3:35])[C@H:8]3[C@:7]2([OH:37])[CH3:36])[CH2:5]1>>[CH3:3][C@@H:4]1[C:39]([CH3:40])([CH3:41])[O:38][C@@:6]2([O:10][C@H:9]3[CH2:11][C@H:12]4[C@@H:17]5[CH2:18][CH2:19][C@H:20]6[CH2:25][C@H:24]([O:26][C:27]([CH3:29])=[O:28])[CH2:23][CH2:22][C@:21]6([CH3:30])[C@H:16]5[C@@H:15]([OH:31])[CH2:14][C@:13]4([CH3:35])[C@H:8]3[C@:7]2([OH:37])[CH3:36])[CH2:5]1 |f:0.1|. Procedure details: white solid, mp 193.5-195° C., 1H NMR (CDCl3) δ 5.01 (brs, 1H), 4.44 (dt, J=5.0, 7.5 Hz, 1H), 4.30 (brs, 1H), 2.26 (m, 1H), 2.16 (dd, J=2.5, 14.0 Hz, 1H), 2.04 (s, 3H), 1.34 (s, 3H), 1.30 (s, 3H), 1.28 (s, 3H), 1.04 (s, 3H), 0.99 (s, 3H), 0.94 (d, J=7.0 Hz, 3H); IR (KBr) 3490, 1710, 1245 cm−1; EIMS m/z 504 (M+, 2), 489 (3), 446 (16), 376 (60), 358 (100%). Yields the product C[C@H]1C[C@@]2([C@]([C@H]3[C@@H](O2)C[C@@H]4[C@@]3(C[C@@H]([C@H]5[C@H]4CC[C@@H]6[C@@]5(CC[C@H](C6)OC(=O)C)C)O)C)(C)O)OC1(C)C (Epihippuristanol 3-acetate).